This data is from the Open Reaction Database (ORD), a public repository of structured organic reaction records. The task is: describe an organic reaction: reactants, conditions, products, and yield Reactants: O=C1N(C2=CC=CC=C2C(=C1)OCOC)C1=NC=CC(=C1)C1=C(C(=CC2=CC(=C(C=C12)OC)OC)CO)CO (1-[2-(2-Oxo-4-methoxymethoxy-1,2-dihydroquinolin-1-yl)-4-pyridyl]-2,3-bis(hydroxymethyl)-6,7-dimethoxynaphthalene), Cl (hydrochloric acid). The solvent is O1CCOCC1 (dioxane), CO (methanol). Conditions: temperature 50 celsius, time 7 hour. Product: O=C1N(C2=CC=CC=C2C(=C1)O)C1=NC=CC(=C1)C1=C(C(=CC2=CC(=C(C=C12)OC)OC)CO)CO (1-[2-(2-oxo-4-hydroxy-1,2-dihydroquinolin-1-yl)-4-pyridyl]-2,3-bis(hydroxymethyl)-6,7-dimethoxy-naphthalene). The yield is 62.0%. As a reaction SMILES: [O:1]=[C:2]1[CH:11]=[C:10]([O:12]COC)[C:9]2[C:4](=[CH:5][CH:6]=[CH:7][CH:8]=2)[N:3]1[C:16]1[CH:21]=[C:20]([C:22]2[C:31]3[C:26](=[CH:27][C:28]([O:34][CH3:35])=[C:29]([O:32][CH3:33])[CH:30]=3)[CH:25]=[C:24]([CH2:36][OH:37])[C:23]=2[CH2:38][OH:39])[CH:19]=[CH:18][N:17]=1.Cl>O1CCOCC1.CO>[O:1]=[C:2]1[CH:11]=[C:10]([OH:12])[C:9]2[C:4](=[CH:5][CH:6]=[CH:7][CH:8]=2)[N:3]1[C:16]1[CH:21]=[C:20]([C:22]2[C:31]3[C:26](=[CH:27][C:28]([O:34][CH3:35])=[C:29]([O:32][CH3:33])[CH:30]=3)[CH:25]=[C:24]([CH2:36][OH:37])[C:23]=2[CH2:38][OH:39])[CH:19]=[CH:18][N:17]=1. Procedure details: 1-[2-(2-Oxo-4-methoxymethoxy-1,2-dihydroquinolin-1-yl)-4-pyridyl]-2,3-bis(hydroxymethyl)-6,7-dimethoxynaphthalene (1.39 g) is dissolved in a mixture of dioxane (10 ml) and methanol (5 ml), and thereto is added 2M hydrochloric acid (2 ml). The mixture is warmed to 50° C., and stirred for 7 hours, and then concentrated under reduced pressure to remove the solvent. To the residue are added chloroform and water, and the chloroform layer is separated, washed, dried and concentrated under reduced pres...